describe an organic reaction: reactants, conditions, products, and yield From a dataset of the Open Reaction Database (ORD), a public repository of structured organic reaction records. Starting materials: CC(=O)OC(C)=O, O=C(CCC12CC3CC(CC(C3)C1)C2)c1ccccc1Cl, [Na+], [OH-], O. The product is O=C1c2c(Cl)cccc2CC1CC12CC3CC(CC(C3)C1)C2. RXN SMILES: [CH3:22][C:23]([O:24][C:25](=[O:26])[CH3:27])=[O:28].[Cl:1][c:2]1[c:3]([C:8]([CH2:9][CH2:10][C:11]23[CH2:12][CH:13]4[CH2:14][CH:15]([CH2:16][CH:17]([CH2:18]2)[CH2:19]4)[CH2:20]3)=[O:21])[cH:4][cH:5][cH:6][cH:7]1.[Na+:30].[OH-:29].[OH2:31]>>[Cl:1][c:2]1[c:3]2[c:4]([cH:5][cH:6][cH:7]1)[CH2:22][CH:9]([CH2:10][C:11]13[CH2:12][CH:13]4[CH2:14][CH:15]([CH2:16][CH:17]([CH2:18]1)[CH2:19]4)[CH2:20]3)[C:8]2=[O:21]. Starting materials: [N+](=O)([O-])[O-] (nitrate), Cl(=O)(=O)(=O)[O-].[Na+] (sodium perchlorate). Product: [N+](=O)([O-])[O-].[Na+] (sodium nitrate), Cl(=O)(=O)(=O)[O-] (perchlorate). RXN SMILES: [Cl:1]([O-:5])(=[O:4])(=[O:3])=[O:2].[Na+:6].[N+:7]([O-:10])([O-:9])=[O:8]>>[N+:7]([O-:10])([O-:9])=[O:8].[Na+:6].[Cl:1]([O-:5])(=[O:4])(=[O:3])=[O:2] |f:0.1,3.4|. Procedure: The potential inhibitory effect of nitrate on perchlorate reduction was investigated by co-incubating the DM-17 isolate with perchlorate and various levels of nitrate. The initial experiment started with 10 mM sodium perchlorate and either 0, 0.1, 1.0, 10 or 100 mM sodium nitrate, resulting in nitrate to perchlorate ratios of 0×, 0.01×, 0.1×, 1.0× and 10×, respectively. A subsequent experiment started with 1.0 mM of sodium perchlorate and either 0, 0.1, 1.0, 10 or 100 mM sodium nitrate, resultin... Reactants: OCCBr, CO, CC#N, CC(C)(C)OC(=O)NC1C2CNCC21, ClC(Cl)Cl. Reaction SMILES: [Br:15][CH2:16][CH2:17][OH:18].[CH3:19][OH:20].[CH3:25][C:26]#[N:27].[CH:1]12[CH2:2][NH:3][CH2:4][CH:5]1[CH:6]2[NH:7][C:8]([O:9][C:10]([CH3:11])([CH3:12])[CH3:13])=[O:14].[CH:21]([Cl:22])([Cl:23])[Cl:24]>>[CH:1]12[CH2:2][N:3]([CH2:16][CH2:17][OH:18])[CH2:4][CH:5]1[CH:6]2[NH:7][C:8]([O:9][C:10]([CH3:11])([CH3:12])[CH3:13])=[O:14]. The product is CC(C)(C)OC(=O)NC1C2CN(CCO)CC21.